From a dataset of the Open Reaction Database (ORD), a public repository of structured organic reaction records. describe an organic reaction: reactants, conditions, products, and yield Starting materials: [H-].[Na+] (NaH), resultant mixture, ClC=1C(=CC2=C(N(C(C3=C(N=CC=C23)C)=O)C)C1)O (8-chloro-9-hydroxy-4,6-dimethylbenzo[c][2,7]naphthyridin-5(6H)-one), CI (methyl iodide). Run in CN(C)C=O (DMF), O (water). Run at time 10 hour. Product: ClC=1C(=CC2=C(N(C(C3=C(N=CC=C23)C)=O)C)C1)OC (8-chloro-9-methoxy-4,6-dimethylbenzo[c][2,7]naphthyridin-5(6H)-one). Yield: 38.1%. Reaction SMILES: [Cl:1][C:2]1[C:3]([OH:19])=[CH:4][C:5]2[C:14]3[C:9](=[C:10]([CH3:15])[N:11]=[CH:12][CH:13]=3)[C:8](=[O:16])[N:7]([CH3:17])[C:6]=2[CH:18]=1.[H-].[Na+].[CH3:22]I>CN(C=O)C.O>[Cl:1][C:2]1[C:3]([O:19][CH3:22])=[CH:4][C:5]2[C:14]3[C:9](=[C:10]([CH3:15])[N:11]=[CH:12][CH:13]=3)[C:8](=[O:16])[N:7]([CH3:17])[C:6]=2[CH:18]=1 |f:1.2|. Procedure: To the stirred solution of 8-chloro-9-hydroxy-4,6-dimethylbenzo[c][2,7]naphthyridin-5(6H)-one (0.3 g, 1.092 mmol) in DMF (10 mL) cooled to 0° C., was added NaH (0.052 g, 2.184 mmol) followed by methyl iodide (0.205 mL, 3.28 mmol). The resultant mixture was allowed to stir at ambient temperature for 10 h. The reaction mixture was then diluted with water (50 mL) and extracted with ethyl acetate (2×80 mL). The combined organic layers were separated, washed with brine, dried over Na2SO4 and concentr... Reactants: BrB(Br)Br, CCOC(=O)c1ccc(-n2cc(C#N)c(OC)c2)cc1, ClCCl, O. Yields the product CCOC(=O)c1ccc(-n2cc(O)c(C#N)c2)cc1. As a reaction SMILES: [B:21]([Br:22])([Br:23])[Br:24].[CH2:1]([CH3:2])[O:3][C:4]([c:5]1[cH:6][cH:7][c:8](-[n:11]2[cH:12][c:13]([C:18]#[N:19])[c:14]([O:16][CH3:17])[cH:15]2)[cH:9][cH:10]1)=[O:20].[Cl:26][CH2:27][Cl:28].[OH2:25]>>[CH2:1]([CH3:2])[O:3][C:4]([c:5]1[cH:6][cH:7][c:8](-[n:11]2[cH:12][c:13]([C:18]#[N:19])[c:14]([OH:16])[cH:15]2)[cH:9][cH:10]1)=[O:20]. The reactants are IC1=C(C=C(C=C1)OC)[N+](=O)[O-] (4-Iodo-3-nitroanisole), C1(=CC=CC=C1)NC(C)=O (N-phenylacetamide). Product: COC1=CC2=C(N(C(=N2)C)C2=CC=CC=C2)C=C1 (5-Methoxy-2-methyl-1-phenyl-1H-benzimidazole). The yield is 67.1%. Reaction SMILES: I[C:2]1[CH:7]=[CH:6][C:5]([O:8][CH3:9])=[CH:4][C:3]=1[N+:10]([O-])=O.[C:13]1([NH:19][C:20](=O)[CH3:21])[CH:18]=[CH:17][CH:16]=[CH:15][CH:14]=1>>[CH3:9][O:8][C:5]1[CH:6]=[CH:7][C:2]2[N:19]([C:13]3[CH:18]=[CH:17][CH:16]=[CH:15][CH:14]=3)[C:20]([CH3:21])=[N:10][C:3]=2[CH:4]=1. Procedure details: The title compound was prepared with the analogous procedure described in example 1 using 4-Iodo-3-nitroanisole (140 mg, 0.5 mmol) and N-phenylacetamide (81 mg, 0.6 mmol) as starting materials to yield the title compound as a pale yellow solid (80 mg, 67%). mp 88-90° C. 1H NMR (DMSO) δ 2.61 (s, 3 H), 3.88 (s, 3 H), 7.07 (d, J=8.9 Hz, 1 H), 7.25 (d, J=8.9 Hz, 1 H), 7.38 (br s, 1 H), 7.65-7.73 (m, 5 H); 13C NMR δ 12.5, 55.9, 97.7, 112.6, 114.7, 126.9, 127.8, 130.2, 130.3, 132.8, 133.1, 151.2, 157.... Reactants: BrC1=CC=C(C2=NN(N=C21)C2=CC=NC=C2)Br (4,7-dibromo-2-(pyridin-4-yl)-2H-benzo[d][1,2,3]triazole), O(C1=CC=CC=C1)C1=CC=C(C=C1)B(O)O (4-phenoxyphenylboronic acid), C([O-])([O-])=O.[Na+].[Na+] (sodium carbonate), CC(=O)C (acetone). The reagents and catalysts are C=1C=CC(=CC1)[P](C=2C=CC=CC2)(C=3C=CC=CC3)[Pd]([P](C=4C=CC=CC4)(C=5C=CC=CC5)C=6C=CC=CC6)([P](C=7C=CC=CC7)(C=8C=CC=CC8)C=9C=CC=CC9)[P](C=1C=CC=CC1)(C=1C=CC=CC1)C=1C=CC=CC1 (tetrakis(triphenylphosphine)palladium). Run in O (water), C(CCC)O (n-butanol), C1(=CC=CC=C1)C (toluene), ClCCl (dichloromethane), O (water). Conditions: temperature 110 celsius, time 1 hour. Product: O(C1=CC=CC=C1)C1=CC=C(C=C1)C1=CC=C(C2=NN(N=C21)C2=CC=NC=C2)C2=CC=C(C=C2)OC2=CC=CC=C2 (4,7-bis(4-phenoxyphenyl)-2-(pyridin-4-yl)-2H-benzo[d][1,2,3]triazole). As a reaction SMILES: Br[C:2]1[C:10]2[C:6](=[N:7][N:8]([C:11]3[CH:16]=[CH:15][N:14]=[CH:13][CH:12]=3)[N:9]=2)[C:5](Br)=[CH:4][CH:3]=1.[O:18]([C:25]1[CH:30]=[CH:29][C:28](B(O)O)=[CH:27][CH:26]=1)[C:19]1[CH:24]=[CH:23][CH:22]=[CH:21][CH:20]=1.[C:34](=[O:37])([O-])[O-].[Na+].[Na+].[CH3:40][C:41]([CH3:43])=O>O.C(O)CCC.C1(C)C=CC=CC=1.ClCCl.C1C=CC([P]([Pd]([P](C2C=CC=CC=2)(C2C=CC=CC=2)C2C=CC=CC=2)([P](C2C=CC=CC=2)(C2C=CC=CC=2)C2C=CC=CC=2)[P](C2C=CC=CC=2)(C2C=CC=CC=2)C2C=CC=CC=2)(C2C=CC=CC=2)C2C=CC=CC=2)=CC=1>[O:18]([C:25]1[CH:30]=[CH:29][C:28]([C:2]2[C:10]3[C:6](=[N:7][N:8]([C:11]4[CH:16]=[CH:15][N:14]=[CH:13][CH:12]=4)[N:9]=3)[C:5]([C:41]3[CH:43]=[CH:16][C:11]([O:37][C:34]4[CH:6]=[CH:10][CH:2]=[CH:3][CH:4]=4)=[CH:12][CH:40]=3)=[CH:4][CH:3]=2)=[CH:27][CH:26]=1)[C:19]1[CH:24]=[CH:23][CH:22]=[CH:21][CH:20]=1 |f:2.3.4,^1:63,65,84,103|. Procedure: A mixture of Intermediate A (704 mg, 2 mmol), 4-phenoxyphenylboronic acid (2.14 g, 10 mmol), tetrakis(triphenylphosphine)palladium (0) (0.50 g, 0.43 mmol), sodium carbonate (2.12 g, 20 mmol) in water (8 mL), n-butanol (20 mL), toluene (20 mL), and acetone (5 mL) is heated under argon at 110° C. for 16 hours. The reaction mixture is poured into water (100 mL), diluted with dichloromethane (100 mL), stirred for 1 hour, and the dichloromethane layer is separated. The aqueous phase is washed with di... Starting materials: O[C@@H]1[C@H](N(CC1)N=O)C(=O)OC ((2S,3S)-methyl 3-hydroxy-1-nitrosopyrrolidine-2-carboxylate), N1C=NC=C1 (imidazole), CC(C)(C)[Si](C)(C)Cl (TBDMS-Cl). The solvent is C(Cl)Cl (DCM), C(Cl)Cl (DCM). Reaction conditions: time 3 hour. Product: [Si](C)(C)(C(C)(C)C)O[C@@H]1[C@H](N(CC1)N=O)C(=O)OC ((2S,3S)-methyl 3-(tert-butyldimethylsilyloxy)-1-nitrosopyrrolidine-2-carboxylate). RXN SMILES: [OH:1][C@H:2]1[CH2:6][CH2:5][N:4]([N:7]=[O:8])[C@@H:3]1[C:9]([O:11][CH3:12])=[O:10].N1C=CN=C1.[CH3:18][C:19]([Si:22](Cl)([CH3:24])[CH3:23])([CH3:21])[CH3:20]>C(Cl)Cl>[Si:22]([O:1][C@H:2]1[CH2:6][CH2:5][N:4]([N:7]=[O:8])[C@@H:3]1[C:9]([O:11][CH3:12])=[O:10])([C:19]([CH3:21])([CH3:20])[CH3:18])([CH3:24])[CH3:23]. Procedure: To a solution of (2S,3S)-methyl 3-hydroxy-1-nitrosopyrrolidine-2-carboxylate (13 g, 0.0742 moles) in DCM (150 mL) at room temperature were added imidazole (15.2 g, 0.224 moles) and TBDMS-Cl (22.5 g, 0.149 moles) and the mixture was stirred at room temperature for 3 h. The reaction mixture was diluted with DCM and washed with water, brine, dried over Na2SO4 and concentrated. Purification by column chromatography over silica gel using 10% EtOAc in hexane as a solvent provided the title compound. Reactants: N1=CC=CC=C1 (Pyridine), N1(CCCC1)C/C=C(\C1=CC=C(C=C1)C)/C1=CC=CC(=N1)/C=C/CO (3-(6-[3-pyrrolidino-1-{4-tolyl}-prop-1E-enyl]-pyridin-2-yl)-prop-2E-en-1-ol), C(C)(=O)Cl (Acetyl chloride). Run in C(Cl)Cl (DCM). Conditions: time 18 hour. Product: C(C)(=O)OC\C=C\C1=NC(=CC=C1)\C(=C\CN1CCCC1)\C1=CC=C(C=C1)C (3-(6-[3-pyrrolidino-1-{4-tolyl}-prop-1E-enyl]-pyridin-2-yl)-prop-2E-en-1-yl acetate). The yield is 71.9%. RXN SMILES: N1C=CC=CC=1.[N:7]1([CH2:12]/[CH:13]=[C:14](/[C:22]2[N:27]=[C:26](/[CH:28]=[CH:29]/[CH2:30][OH:31])[CH:25]=[CH:24][CH:23]=2)\[C:15]2[CH:20]=[CH:19][C:18]([CH3:21])=[CH:17][CH:16]=2)[CH2:11][CH2:10][CH2:9][CH2:8]1.[C:32](Cl)(=[O:34])[CH3:33]>C(Cl)Cl>[C:32]([O:31][CH2:30]/[CH:29]=[CH:28]/[C:26]1[CH:25]=[CH:24][CH:23]=[C:22](/[C:14](/[C:15]2[CH:20]=[CH:19][C:18]([CH3:21])=[CH:17][CH:16]=2)=[CH:13]/[CH2:12][N:7]2[CH2:11][CH2:10][CH2:9][CH2:8]2)[N:27]=1)(=[O:34])[CH3:33]. Reported procedure: Pyridine (110 μl, 1.36 mmol) was added to a solution of 3-(6-[3-pyrrolidino-1-{4-tolyl}-prop-1E-enyl]-pyridin-2-yl)-prop-2E-en-1-ol (227 mg, 0.68 mmol) in DCM (3 ml) under an inert atmosphere. Acetyl chloride (72 μl, 1.02 mmol) was added and the reaction stirred for 18 hours at room temperature. The reaction mixture was partitioned between DCM and brine. The organic layer was separated, dried over sodium sulphate, filtered and concentrated under vacuum to leave a brown oil. The product was purif...